describe an organic reaction: reactants, conditions, products, and yield From a dataset of the Open Reaction Database (ORD), a public repository of structured organic reaction records. The reactants are CC(COS(C)(=O)=O)CC(COS(C)(=O)=O)NC(=O)OC(C)(C)C, NCc1ccccc1, [Na+], [OH-]. The product is CC1CC(NC(=O)OC(C)(C)C)CN(Cc2ccccc2)C1. Reaction SMILES: [C:1]([CH3:2])([CH3:3])([CH3:4])[O:5][C:6](=[O:7])[NH:8][CH:9]([CH2:10][O:19][S:20]([CH3:21])(=[O:22])=[O:23])[CH2:16][CH:17]([CH2:18][O:11][S:12]([CH3:13])(=[O:14])=[O:15])[CH3:24].[NH2:25][CH2:26][c:27]1[cH:28][cH:29][cH:30][cH:31][cH:32]1.[Na+:34].[OH-:33]>>[C:1]([CH3:2])([CH3:3])([CH3:4])[O:5][C:6](=[O:7])[NH:8][CH:9]1[CH2:10][N:25]([CH2:26][c:27]2[cH:28][cH:29][cH:30][cH:31][cH:32]2)[CH2:18][CH:17]([CH3:24])[CH2:16]1. Run in CN(C=O)C (dimethylformamide), O (water). As a reaction SMILES: [CH:1]1[C:6](=[O:7])[C:5]([OH:8])=[CH:4][O:3][C:2]=1[CH2:9][OH:10].C(=O)([O-])[O-].[K+].[K+].[CH2:17](Br)[CH2:18][CH2:19][CH2:20][CH2:21][CH2:22][CH2:23][CH2:24][CH2:25][CH2:26][CH2:27][CH2:28][CH2:29][CH2:30][CH2:31][CH2:32][CH2:33][CH3:34].[I-].[K+]>O.CN(C)C=O>[OH:10][CH2:9][C:2]1[O:3][CH:4]=[C:5]([O:8][CH2:34][CH2:33][CH2:32][CH2:31][CH2:30][CH2:29][CH2:28][CH2:27][CH2:26][CH2:25][CH2:24][CH2:23][CH2:22][CH2:21][CH2:20][CH2:19][CH2:18][CH3:17])[C:6](=[O:7])[CH:1]=1 |f:1.2.3,5.6|. Reactants: C1=C(OC=C(C1=O)O)CO (kojic acid), C([O-])([O-])=O.[K+].[K+] (potassium carbonate), C(CCCCCCCCCCCCCCCCC)Br (1-octadecyl bromide), [I-].[K+] (potassium iodide). Yields the product OCC=1OC=C(C(C1)=O)OCCCCCCCCCCCCCCCCCC (2-Hydroxymethyl-5-octadecyloxy-4-pyranone). Procedure details: A mixture of 56.8 g (0.4 mole) kojic acid, 55,3 g (0.4 mole) potassium carbonate, 133.3 g (0.4 mole) 1-octadecyl bromide, 1 g potassium iodide and 450 mL anhydrous dimethylformamide is stirred for 10 hours at 90° C.. After cooling, the mixture is mixed with 1.5 L of water, the precipitate formed is filtered off, well stirred up once with ethyl acetate, filtered off and recrystallized from propan-2-ol with the addition of active charcoal. There is obtained a colorless product: m.p. 71°-73° C. Reaction conditions: temperature 90 celsius, time 10 hour.